From a dataset of the Open Reaction Database (ORD), a public repository of structured organic reaction records. describe an organic reaction: reactants, conditions, products, and yield Starting materials: NC1=C2C=CC=NC2=CC=C1 (5-aminoquinoline), C(C)=O (acetaldehyde), CC1=CC=C(C=C1)S (4-thiocresol). The solvent is C(C)O (ethanol). Product: C(C)NC1=C2C=CC=NC2=CC=C1 (ethylquinolin-5-yl-amine). Isolated yield 62.7%. RXN SMILES: [NH2:1][C:2]1[CH:11]=[CH:10][CH:9]=[C:8]2[C:3]=1[CH:4]=[CH:5][CH:6]=[N:7]2.[CH:12](=O)[CH3:13].CC1C=CC(S)=CC=1>C(O)C>[CH2:12]([NH:1][C:2]1[CH:11]=[CH:10][CH:9]=[C:8]2[C:3]=1[CH:4]=[CH:5][CH:6]=[N:7]2)[CH3:13]. Procedure: A mixture of 5-aminoquinoline (7.2 g, 0.05 mol), acetaldehyde (2.6 g, 0.06 mol) and 4-thiocresol (6.8 g, 0.055 mol) in ethanol (100 ml) was stirred at reflux for 4 h. The reaction mixture was evaporated under reduced pressure and the residue dissolved in ethanol (100 ml). Sodium borohydride (10 g) was then added to the reaction mixture in portions maintaining the temperature below 5° C. This reaction mixture was stirred at reflux for 2 h and cooled to room temperature. Water (40 ml) was then add... The reactants are CCC(CC)O (Pentan-3-ol), N1(C=NC=C1)C(=O)N1C=NC=C1 (di-imidazol-1-yl-methanone), CCN(C(C)C)C(C)C (DIPEA), Cl.ClC1=NC=NC(=C1OC)OC1CCNCC1 (4-chloro-5-methoxy-6-(piperidin-4-yloxy)-pyrimidine HCl). Run in C1CCOC1 (THF). Conditions: temperature 50 celsius, time 1 hour. The product is C(C)C(CC)OC(=O)N1CCC(CC1)OC1=NC=NC(=C1OC)Cl (4-(6-Chloro-5-methoxy-pyrimidin-4-yloxy)-piperidine-1-carboxylic acid 1-ethyl-propyl ester). The yield is 39.1%. Reaction SMILES: [CH3:1][CH2:2][CH:3]([OH:6])[CH2:4][CH3:5].N1([C:12](N2C=CN=C2)=[O:13])C=CN=C1.CCN(C(C)C)C(C)C.Cl.[Cl:29][C:30]1[C:35]([O:36][CH3:37])=[C:34]([O:38][CH:39]2[CH2:44][CH2:43][NH:42][CH2:41][CH2:40]2)[N:33]=[CH:32][N:31]=1>C1COCC1>[CH2:2]([CH:3]([O:6][C:12]([N:42]1[CH2:43][CH2:44][CH:39]([O:38][C:34]2[C:35]([O:36][CH3:37])=[C:30]([Cl:29])[N:31]=[CH:32][N:33]=2)[CH2:40][CH2:41]1)=[O:13])[CH2:4][CH3:5])[CH3:1] |f:3.4|. Procedure details: Pentan-3-ol (0.88 g, 9.99 mmol) and di-imidazol-1-yl-methanone (1.39, 8.57 mmol) were added to THF (10 mL) and stirred at 50° C. for one hour. DIPEA (1.38 g, 10.7 mmol) and 4-chloro-5-methoxy-6-(piperidin-4-yloxy)-pyrimidine HCl (2.00 g, 7.14 mmol) were added, the vessel sealed and heated by microwave at 150° C. for one hour. Upon cooling the reaction mixture was partitioned between water and Ethyl Acetate, the organic phase washed with brine and dried with Sodium Sulfate. The crude material was... Reactants: C(OCC)(=O)Cl (ethyl chlorocarbonate), FCC(=O)[O-].[Na+] (sodium fluoroacetate), C([O-])(O)=O.[Na+] (sodium bicarbonate), FC1=CC=C(CCN2CCC(CC2)N2C=CC3=CC=C(C=C23)CN)C=C1 (1-[1-(4-fluorophenethyl)piperidin-4-yl]-6-aminomethylindole), resultant mixture, resultant mixture. Run in CN(C=O)C (dimethylformamide), C(C)(=O)OCC (ethyl acetate). The product is FC1=CC=C(CCN2CCC(CC2)N2C=CC3=CC=C(C=C23)CN2C(CCC2)=O)C=C1 (1-[1-(4-fluorophenethyl)piperidin-4-yl]-6-(2-pyrrolidon-1-yl)methylindole). The yield is 57.0%. RXN SMILES: C(Cl)(=O)[O:2][CH2:3][CH3:4].F[CH2:8][C:9]([O-])=O.[Na+].[F:13][C:14]1[CH:38]=[CH:37][C:17]([CH2:18][CH2:19][N:20]2[CH2:25][CH2:24][CH:23]([N:26]3[C:34]4[C:29](=[CH:30][CH:31]=[C:32]([CH2:35][NH2:36])[CH:33]=4)[CH:28]=[CH:27]3)[CH2:22][CH2:21]2)=[CH:16][CH:15]=1.C(=O)(O)[O-].[Na+]>CN(C)C=O.C(OCC)(=O)C>[F:13][C:14]1[CH:15]=[CH:16][C:17]([CH2:18][CH2:19][N:20]2[CH2:21][CH2:22][CH:23]([N:26]3[C:34]4[C:29](=[CH:30][CH:31]=[C:32]([CH2:35][N:36]5[CH2:9][CH2:8][CH2:4][C:3]5=[O:2])[CH:33]=4)[CH:28]=[CH:27]3)[CH2:24][CH2:25]2)=[CH:37][CH:38]=1 |f:1.2,4.5|. Procedure details: Under ice cooling, ethyl chlorocarbonate (96 μl) was added to a suspension of sodium fluoroacetate (100 mg) in dimethylformamide (5 ml) and the resultant mixture was stirred for 20 min. Next, a solution of 1-[1-(4-fluorophenethyl)piperidin-4-yl]-6-aminomethylindole (150 mg) obtainedinExample 322-3) indimethylformamide (5 ml) was added thereto and the resultant mixture was stirred at room temperature for 2 hr. Then a saturated aqueous solution of sodium bicarbonate and ethyl acetate were added to... The reactants are COC(=O)C1CN1S(=O)(=O)c1ccccc1, O=C=Nc1ccccc1Cl, [I-], [Na+]. The product is COC(=O)C1CN(S(=O)(=O)c2ccccc2)C(=O)N1c1ccccc1Cl. Reaction SMILES: [CH3:1][O:2][C:3](=[O:4])[CH:5]1[N:6]([S:8](=[O:9])(=[O:10])[c:11]2[cH:12][cH:13][cH:14][cH:15][cH:16]2)[CH2:7]1.[Cl:19][c:20]1[c:21]([N:26]=[C:27]=[O:28])[cH:22][cH:23][cH:24][cH:25]1.[I-:17].[Na+:18]>>[CH3:1][O:2][C:3](=[O:4])[CH:5]1[CH2:7][N:6]([S:8](=[O:9])(=[O:10])[c:11]2[cH:12][cH:13][cH:14][cH:15][cH:16]2)[C:27](=[O:28])[N:26]1[c:21]1[c:20]([Cl:19])[cH:25][cH:24][cH:23][cH:22]1. Isolated yield 7.0%. The product is C(N)(=O)CC1(COC1)NC(=O)C1=NC=C(C(=C1)O[C@@H](C(F)(F)F)C)C1CC1 (5-Cyclopropyl-4-((R)-2,2,2-trifluoro-1-methyl-ethoxy)-pyridine-2-carboxylic acid (3-carbamoylmethyl-oxetan-3-yl)-amide). As a reaction SMILES: [C:1]([CH2:4][C:5]1([NH:9][C:10]([C:12]2[CH:17]=[C:16](Cl)[C:15]([CH:19]3[CH2:21][CH2:20]3)=[CH:14][N:13]=2)=[O:11])[CH2:8][O:7][CH2:6]1)(=[O:3])[NH2:2].[F:22][C:23]([F:28])([F:27])[C@H:24]([OH:26])[CH3:25].[H-].[Na+]>CN(C=O)C>[C:1]([CH2:4][C:5]1([NH:9][C:10]([C:12]2[CH:17]=[C:16]([O:26][C@H:24]([CH3:25])[C:23]([F:28])([F:27])[F:22])[C:15]([CH:19]3[CH2:21][CH2:20]3)=[CH:14][N:13]=2)=[O:11])[CH2:8][O:7][CH2:6]1)(=[O:3])[NH2:2] |f:2.3|. Reaction conditions: time 10 minute. Solvent: CN(C)C=O (DMF). The reactants are C(N)(=O)CC1(COC1)NC(=O)C1=NC=C(C(=C1)Cl)C1CC1 (4-Chloro-5-cyclopropyl-pyridine-2-carboxylic acid (3-carbamoylmethyl-oxetan-3-yl)-amide), FC([C@@H](C)O)(F)F ((R)-1,1,1-trifluoropropan-2-ol), [H-].[Na+] (sodium hydride). Reported procedure: To a solution of 4-Chloro-5-cyclopropyl-pyridine-2-carboxylic acid (3-carbamoylmethyl-oxetan-3-yl)-amide (Example 63b, 40 mg, 129 μmol) in dry DMF (1.5 mL) in a microwave-vial were added (R)-1,1,1-trifluoropropan-2-ol (CAN 17628-73-8, 42.1 mg, 258 μmol) and sodium hydride 60% (15.5 mg, 387 μmol) and the reaction mixture was stirred at room temperature for 10 minutes. The reaction mixture was heated to 100° C. for 30 minutes under microwave radiation. The reaction was directly purified by prepara... The product is Cc1ccc(O)c(C(=NO)c2ccc(Cl)cc2)c1. RXN SMILES: [ClH:20].[K+:19].[NH2:21][OH:22].[OH-:18].[OH2:23].[OH:1][c:2]1[c:3]([C:4](=[O:5])[c:6]2[cH:7][cH:8][c:9]([Cl:12])[cH:10][cH:11]2)[cH:13][c:14]([CH3:17])[cH:15][cH:16]1>>[OH:1][c:2]1[c:3]([C:4]([c:6]2[cH:7][cH:8][c:9]([Cl:12])[cH:10][cH:11]2)=[N:21][OH:18])[cH:13][c:14]([CH3:17])[cH:15][cH:16]1. The reactants are Cl, [K+], NO, [OH-], O, Cc1ccc(O)c(C(=O)c2ccc(Cl)cc2)c1. Starting materials: BrC1=CC=C(C=C1)C1=CC=C(C=C1)C(CCC(=O)OC)=O (4-(4′-bromo-biphenyl-4-yl)-4-oxo-butyric acid, methyl ester). The solvent is Cl (HCl). Product: BrC1=CC=C(C=C1)C1=CC=C(C=C1)C(CCC(=O)O)=O (4-(4′-bromo-biphenyl-4-yl)-4-oxo-butyric acid). The yield is 77.9%. Reaction SMILES: [Br:1][C:2]1[CH:7]=[CH:6][C:5]([C:8]2[CH:13]=[CH:12][C:11]([C:14](=[O:21])[CH2:15][CH2:16][C:17]([O:19]C)=[O:18])=[CH:10][CH:9]=2)=[CH:4][CH:3]=1>Cl>[Br:1][C:2]1[CH:3]=[CH:4][C:5]([C:8]2[CH:13]=[CH:12][C:11]([C:14](=[O:21])[CH2:15][CH2:16][C:17]([OH:19])=[O:18])=[CH:10][CH:9]=2)=[CH:6][CH:7]=1. Procedure details: A suspension of 4-(4′-bromo-biphenyl-4-yl)-4-oxo-butyric acid, methyl ester (2.636 g, 0.00759 mol) in 6 M HCl was refluxed for 214 hours and cooled to room temperature. The solids were filtered and washed with 1 M HCl. The filter cake was partitioned between ethyl acetate and 1 M sodium hydroxide. The aqueous layer was washed twice with ethyl acetate and filtered to remove particulates. The filtrate was rotary evaporated to remove residual ethyl acetate. The solution was stirred and acidified to... The reactants are C(=O)(OC(C)(C)C)NCC1(CC=2CCCCC2C=C1)C(=O)O (N-(BOC)-2-aminomethyl-5,6,7,8-tetrahydro-2-naphthoic acid), [OH-].[Na+] (sodium hydroxide), C(=O)(OC(C)(C)C)NCC1CCCC=2C=CC(=CC12)C(=O)OC (methyl N-(BOC)-8-aminomethyl-5,6,7,8-tetrahydro-2-naphthoate). Solvent: O (water), C(C)O (ethanol). Product: C(=O)(OC(C)(C)C)NCC1CCCC=2C=CC(=CC12)C(=O)O (N-(BOC)-8-Aminomethyl-5.6.7.8-tetrahydro-2-naphthoic Acid). As a reaction SMILES: [C:1]([NH:8][CH2:9][CH:10]1[C:19]2[CH:18]=[C:17]([C:20]([O:22]C)=[O:21])[CH:16]=[CH:15][C:14]=2[CH2:13][CH2:12][CH2:11]1)([O:3][C:4]([CH3:7])([CH3:6])[CH3:5])=[O:2].[OH-].[Na+].C(NCC1(C(O)=O)C=CC2CCCCC=2C1)(OC(C)(C)C)=O>C(O)C.O>[C:1]([NH:8][CH2:9][CH:10]1[C:19]2[CH:18]=[C:17]([C:20]([OH:22])=[O:21])[CH:16]=[CH:15][C:14]=2[CH2:13][CH2:12][CH2:11]1)([O:3][C:4]([CH3:6])([CH3:5])[CH3:7])=[O:2] |f:1.2|. Reported procedure: Part E--To a solution of methyl N-(BOC)-8-aminomethyl-5,6,7,8-tetrahydro-2-naphthoate (0.50 g, 0.0016 mol) in ethanol (12.5 mL) was added, dropwise, a solution of sodium hydroxide (0.50 g) in water (12.5 mL). All was stirred a reflux over 4 hours. The reaction mixture was concentrated to half volume and then acidified to a pH equal to 1.0 using hydrochloric acid (1N). The residue was purified by flash chromatography using a gradient of hexane:ethyl acetate::1:1 to ethyl acetate to ethyl acetate:...